This data is from the Open Reaction Database (ORD), a public repository of structured organic reaction records. The task is: describe an organic reaction: reactants, conditions, products, and yield Starting materials: CC=1CC(N(N1)C1=CC=C(C=C1)N)=O (5-methyl-2-(4-aminophenyl)-2,4-dihydro-pyrazol-3-one), C(C)OC(=O)Cl (ethylchloroformate). Product: C(C)OC(NC1=CC=C(C=C1)N1N=C(CC1=O)C)=O (4-(4,5-dihydro-3-methyl-5-oxo-1H-pyrazol-1-yl)-phenyl-carbamic acid ethyl ester). RXN SMILES: [CH3:1][C:2]1[CH2:3][C:4](=[O:14])[N:5]([C:7]2[CH:12]=[CH:11][C:10]([NH2:13])=[CH:9][CH:8]=2)[N:6]=1.[CH2:15]([O:17][C:18](Cl)=[O:19])[CH3:16]>>[CH2:15]([O:17][C:18](=[O:19])[NH:13][C:10]1[CH:11]=[CH:12][C:7]([N:5]2[C:4](=[O:14])[CH2:3][C:2]([CH3:1])=[N:6]2)=[CH:8][CH:9]=1)[CH3:16]. Reported procedure: From the reaction of 5-methyl-2-(4-aminophenyl)-2,4-dihydro-pyrazol-3-one and ethylchloroformate (per the reaction in Example 11) yields N-(4-(4,5-dihydro-3-methyl-5-oxo-1H-pyrazol-1-yl)-phenyl-carbamic acid ethyl ester. Subsequent reaction with 2-methoxyaniline yields N-(4-(4,5-dihydro-4-(2-methoxyanilinomethylene)-3-methyl-5-oxo-1H-pyrazol-1-yl)-phenyl)-carbamic acid ethyl ester, Mp: 212° C. Reactants: Cc1cc(B(O)O)ccc1Cl, FC(F)(F)c1cnc(Cl)c(Cl)c1, c1ccc(P(c2ccccc2)(c2ccccc2)[Pd](P(c2ccccc2)(c2ccccc2)c2ccccc2)(P(c2ccccc2)(c2ccccc2)c2ccccc2)P(c2ccccc2)(c2ccccc2)c2ccccc2)cc1. The product is Cc1cc(-c2ncc(C(F)(F)F)cc2Cl)ccc1Cl. Reaction SMILES: [Cl:13][c:14]1[c:15]([CH3:23])[cH:16][c:17]([B:20]([OH:21])[OH:22])[cH:18][cH:19]1.[Cl:1][c:2]1[n:3][cH:4][c:5]([C:9]([F:10])([F:11])[F:12])[cH:6][c:7]1[Cl:8].[cH:24]1[cH:25][cH:26][c:27]([P:28]([Pd:29]([P:30]([c:31]2[cH:32][cH:33][cH:34][cH:35][cH:36]2)([c:37]2[cH:38][cH:39][cH:40][cH:41][cH:42]2)[c:43]2[cH:44][cH:45][cH:46][cH:47][cH:48]2)([P:49]([c:50]2[cH:51][cH:52][cH:53][cH:54][cH:55]2)([c:56]2[cH:57][cH:58][cH:59][cH:60][cH:61]2)[c:62]2[cH:63][cH:64][cH:65][cH:66][cH:67]2)[P:68]([c:69]2[cH:70][cH:71][cH:72][cH:73][cH:74]2)([c:75]2[cH:76][cH:77][cH:78][cH:79][cH:80]2)[c:81]2[cH:82][cH:83][cH:84][cH:85][cH:86]2)([c:87]2[cH:88][cH:89][cH:90][cH:91][cH:92]2)[c:93]2[cH:94][cH:95][cH:96][cH:97][cH:98]2)[cH:99][cH:100]1>>[c:2]1(-[c:17]2[cH:16][c:15]([CH3:23])[c:14]([Cl:13])[cH:19][cH:18]2)[n:3][cH:4][c:5]([C:9]([F:10])([F:11])[F:12])[cH:6][c:7]1[Cl:8]. Reactants: ClC=1C=C(C(=O)OO)C=CC1 (m-chloroperoxybenzoic acid), [H-].[Na+] (sodium hydride), ClC1=CC=C(C(C=O)=C1)O (5-chlorosalicylaldehyde), C(C=C)Br (allyl bromide). Solvent: CCCCCC (hexane), CN(C)C=O (DMF). Conditions: time 30 minute. The product is C(C=C)OC1=C(C=C(C=C1)Cl)O (2-Allyloxy-5-chlorophenol). Reaction SMILES: [H-].[Na+].[Cl:3][C:4]1[CH:11]=[C:8](C=O)[C:7]([OH:12])=[CH:6][CH:5]=1.[CH2:13](Br)[CH:14]=[CH2:15].ClC1C=C(C=CC=1)C(OO)=[O:22]>CN(C=O)C.CCCCCC>[CH2:13]([O:12][C:7]1[CH:6]=[CH:5][C:4]([Cl:3])=[CH:11][C:8]=1[OH:22])[CH:14]=[CH2:15] |f:0.1|. Procedure details: To 14 g (0.35 mole) of 60% sodium hydride/mineral oil dispersion in a two liter flask was added 500 ml of hexane. The mixture was swirled briefly, the solid allowed to settle and the supernatant liquid decanted. DMF (800 ml) was added, followed by a solution of 47 g (0.30 mole) of 5-chlorosalicylaldehyde in 50 ml of DMF. The mixture was stirred at room temperature under nitrogen for 30 minutes, then 54.5 g (0.45 mole) of allyl bromide was added. The mixture was heated at 65° C. under nitrogen fo... Starting materials: O=c1[nH]nc(Cl)c2cc(Br)ccc12, CCOC(C)=O, O=C(C=Cc1ccccc1)C=Cc1ccccc1, O=C(C=Cc1ccccc1)C=Cc1ccccc1, O=C(C=Cc1ccccc1)C=Cc1ccccc1, [Pd], [Pd], NCc1cccc(-n2cccn2)c1. Product: O=c1[nH]nc(Cl)c2cc(NCc3cccc(-n4cccn4)c3)ccc12. Reaction SMILES: [Br:1][c:2]1[cH:3][c:4]2[c:5]([Cl:13])[n:6][nH:7][c:8](=[O:12])[c:9]2[cH:10][cH:11]1.[CH3:27][CH2:28][O:29][C:30]([CH3:31])=[O:32].[O:35]=[C:36]([CH:37]=[CH:38][c:39]1[cH:40][cH:41][cH:42][cH:43][cH:44]1)[CH:45]=[CH:46][c:47]1[cH:48][cH:49][cH:50][cH:51][cH:52]1.[O:53]=[C:54]([CH:55]=[CH:56][c:57]1[cH:58][cH:59][cH:60][cH:61][cH:62]1)[CH:63]=[CH:64][c:65]1[cH:66][cH:67][cH:68][cH:69][cH:70]1.[O:71]=[C:72]([CH:73]=[CH:74][c:75]1[cH:76][cH:77][cH:78][cH:79][cH:80]1)[CH:81]=[CH:82][c:83]1[cH:84][cH:85][cH:86][cH:87][cH:88]1.[Pd:33].[Pd:34].[n:14]1(-[c:19]2[cH:20][c:21]([CH2:22][NH2:23])[cH:24][cH:25][cH:26]2)[n:15][cH:16][cH:17][cH:18]1>>[c:2]1([NH:23][CH2:22][c:21]2[cH:20][c:19](-[n:14]3[n:15][cH:16][cH:17][cH:18]3)[cH:26][cH:25][cH:24]2)[cH:3][c:4]2[c:5]([Cl:13])[n:6][nH:7][c:8](=[O:12])[c:9]2[cH:10][cH:11]1. Reactants: C(C)C1C(CCC(C(OC(C2CCCCN2C(C(C2(C(CC(C(C(CC(CC(=C1)C)C)OC)O2)OC)C)O)=O)=O)=O)C(=CC2CC(C(CC2)N=[N+]=[N-])O)C)C)=O (17-Ethyl-1-hydroxy-12-[2'-(4"-azido-3"-hydroxycyclohexyl)-1'-methylvinyl]-23,25-dimethoxy-13,19,21,27-tetramethyl-11,28-dioxa-4-azatricyclo[22.3.1.04,9 ]octacos-18-ene-2,3,10,16-tetraone), CI (methyl iodide). Reagents/catalysts: [Ag]=O (silver oxide). Yields the product C(C)C1C(CCC(C(OC(C2CCCCN2C(C(C2(C(CC(C(C(CC(CC(=C1)C)C)OC)O2)OC)C)O)=O)=O)=O)C(=CC2CC(C(CC2)N=[N+]=[N-])OC)C)C)=O (17-Ethyl-1-hydroxy-12-[2'-(4"-azido-3"-methoxycyclohexyl)-1'-methylvinyl]-23,25-dimethoxy-13,19,21,27-tetramethyl-11,28-dioxa-4-azatricyclo[22.3.1.04,9 ]octacos-18-ene-2,3,10,16-tetraone). Reaction SMILES: [CH2:1]([CH:3]1[CH:29]=[C:28]([CH3:30])[CH2:27][CH:26]([CH3:31])[CH2:25][CH:24]([O:32][CH3:33])[CH:23]2[O:34][C:19]([OH:38])([CH:20]([CH3:37])[CH2:21][CH:22]2[O:35][CH3:36])[C:18](=[O:39])[C:17](=[O:40])[N:16]2[CH:11]([CH2:12][CH2:13][CH2:14][CH2:15]2)[C:10](=[O:41])[O:9][CH:8]([C:42]([CH3:54])=[CH:43][CH:44]2[CH2:49][CH2:48][CH:47]([N:50]=[N+:51]=[N-:52])[CH:46]([OH:53])[CH2:45]2)[CH:7]([CH3:55])[CH2:6][CH2:5][C:4]1=[O:56])[CH3:2].[CH3:57]I>[Ag]=O>[CH2:1]([CH:3]1[CH:29]=[C:28]([CH3:30])[CH2:27][CH:26]([CH3:31])[CH2:25][CH:24]([O:32][CH3:33])[CH:23]2[O:34][C:19]([OH:38])([CH:20]([CH3:37])[CH2:21][CH:22]2[O:35][CH3:36])[C:18](=[O:39])[C:17](=[O:40])[N:16]2[CH:11]([CH2:12][CH2:13][CH2:14][CH2:15]2)[C:10](=[O:41])[O:9][CH:8]([C:42]([CH3:54])=[CH:43][CH:44]2[CH2:49][CH2:48][CH:47]([N:50]=[N+:51]=[N-:52])[CH:46]([O:53][CH3:57])[CH2:45]2)[CH:7]([CH3:55])[CH2:6][CH2:5][C:4]1=[O:56])[CH3:2]. Procedure details: A suspension of 17-ethyl-1-hydroxy-12-[2'-(4"-azido-3"-hydroxycyclohexyl)-1'-methylvinyl]-23,25-dimethoxy-13,19,21,27-tetramethyl-11,28-dioxa-4-azatricyclo[22.3.1.04,9 ]octacos-18-ene-2,3,10,16-tetraone (20 mg, Example 42)) and silver oxide (20 mg) in 1.5 ml of methyl iodide was refluxed in a gas-tight bottle for 4 days. The yellow solid was filtered off and the excess methyl iodide was removed. Purification of crude material by preparative tlc on silica gel (1:1 hexane/ethyl acetate) gave 4 mg ... The reactants are C(C1=CC=CC=C1)P(OCC)(OCC)=O (diethyl benzylphosphonate). The solvent is O (water). Yields the product C(C1=CC=CC=C1)P(O)(O)=O (Benzylphosphonic acid). Isolated yield 82.0%. RXN SMILES: [CH2:1]([P:8](=[O:15])([O:12]CC)[O:9]CC)[C:2]1[CH:7]=[CH:6][CH:5]=[CH:4][CH:3]=1>O>[CH2:1]([P:8](=[O:9])([OH:15])[OH:12])[C:2]1[CH:7]=[CH:6][CH:5]=[CH:4][CH:3]=1. Procedure details: Benzylphosphonic acid was prepared as follows. 200.40 g (878 mmoles) of diethyl benzylphosphonate was combined with 350 ml of distilled water and 350 ml of concentrated (~12 molar) hydrochloric acid. The resulting suspension was heated to reflux under nitrogen for 20 hours, whereupon a clear colorless solution was obtained. From this solution, 130 ml of aqueous distillate was removed. The residue was allowed to cool, forming a thick white slurry which was cooled in situ with an ice bath. The slu...